From a dataset of the Open Reaction Database (ORD), a public repository of structured organic reaction records. describe an organic reaction: reactants, conditions, products, and yield The reactants are [OH-].[Na+] (sodium hydroxide), CSC.B (borane dimethyl sulphide), COC=1C=CC2=C(C(=C2)CC#N)C1 (2-(5-methoxybenzocyclobuten-1-yl)acetonitrile), Cl (hydrochloric acid). The solvent is O1CCCC1 (tetrahydrofuran). The product is COC=1C=CC2=C(C(=C2)CCN)C1 (2-(5-methoxybenzocyclobuten-1-yl)ethylamine). Reaction SMILES: CSC.B.[CH3:5][O:6][C:7]1[CH:8]=[CH:9][C:10]2[CH:13]=[C:12]([CH2:14][C:15]#[N:16])[C:11]=2[CH:17]=1.Cl.[OH-].[Na+]>O1CCCC1>[CH3:5][O:6][C:7]1[CH:8]=[CH:9][C:10]2[CH:13]=[C:12]([CH2:14][CH2:15][NH2:16])[C:11]=2[CH:17]=1 |f:0.1,4.5|. Procedure: 4.3 ml (43 mmol) of borane dimethyl sulphide (10M in tetrahydrofuran) are slowly added dropwise, at room temperature, to 5 g (29 mmol) of 2-(5-methoxybenzocyclobuten-1-yl)acetonitrile in 50 ml of tetrahydrofuran. The mixture is then heated under reflux for 30 minutes. Subsequently, while cooling well, 30 ml of 6N hydrochloric acid are added and the mixture is then heated under reflux for a further 30 minutes. The reaction mixture is cooled, adjusted to pH 10 with 4N sodium hydroxide solution and... Reactants: Fc1ccc(Br)nc1, CN(C)C=O, CC1(C)OB(c2ccc(C(=O)C(F)F)cc2)OC1(C)C, [Na+], [Na+], O=C([O-])[O-], O. Product: O=C(c1ccc(-c2ccc(F)cn2)cc1)C(F)F. Reaction SMILES: [Br:21][c:22]1[n:23][cH:24][c:25]([F:28])[cH:26][cH:27]1.[CH3:35][N:36]([CH3:37])[CH:38]=[O:39].[F:1][CH:2]([C:3](=[O:4])[c:5]1[cH:6][cH:7][c:8]([B:11]2[O:12][C:13]([CH3:14])([CH3:15])[C:16]([CH3:17])([CH3:18])[O:19]2)[cH:9][cH:10]1)[F:20].[Na+:29].[Na+:30].[O-:31][C:32](=[O:33])[O-:34].[OH2:40]>>[F:1][CH:2]([C:3](=[O:4])[c:5]1[cH:6][cH:7][c:8](-[c:22]2[n:23][cH:24][c:25]([F:28])[cH:26][cH:27]2)[cH:9][cH:10]1)[F:20]. The reactants are CCOC(C)=O, CCCCCC, Cc1cc2c(c(C)c1N)C(c1ccc(C(C)C)cc1)CO2. Yields the product Cc1cc2c(c(C)c1NC=O)C(c1ccc(C(C)C)cc1)CO2. RXN SMILES: [C:22]([O:23][CH2:25][CH3:26])(=[O:24])[CH3:27].[CH3:28][CH2:29][CH2:30][CH2:31][CH2:32][CH3:33].[CH:1]([CH3:2])([CH3:3])[c:4]1[cH:5][cH:6][c:7]([CH:10]2[CH2:11][O:12][c:13]3[c:14]2[c:15]([CH3:21])[c:16]([NH2:20])[c:17]([CH3:19])[cH:18]3)[cH:8][cH:9]1>>[CH:1]([CH3:2])([CH3:3])[c:4]1[cH:5][cH:6][c:7]([CH:10]2[CH2:11][O:12][c:13]3[c:14]2[c:15]([CH3:21])[c:16]([NH:20][CH:22]=[O:24])[c:17]([CH3:19])[cH:18]3)[cH:8][cH:9]1. The reactants are COC1=CC=C(CN2N=C(C=3C2=NC=CC3OC3=C(C=C(C=C3)N)F)I)C=C1 (4-(1-(4-methoxybenzyl)-3-iodo-1H-pyrazolo[3,4-b]pyridin-4-yloxy)-3-fluorobenzenamine), CN1C(C(CC1)C(=O)O)=O (1-methyl-2-oxopyrrolidine-3-carboxylic acid), Cl.C(C)N=C=NCCCN(C)C (N1-((ethylimino)methylene)-N3,N3-dimethylpropane-1,3-diamine hydrochloride), N1(N=NC2=C1C=CC=C2)O (1H-benzo[d][1,2,3]triazol-1-ol), C(C)N(C(C)C)C(C)C (N-ethyl-N-isopropylpropan-2-amine). The solvent is C1CCOC1 (THF). Run at time 8 hour. Yields the product FC=1C=C(C=CC1OC1=C2C(=NC=C1)N(N=C2I)CC2=CC=C(C=C2)OC)NC(=O)C2C(N(CC2)C)=O (N-(3-fluoro-4-(3-iodo-1-(4-methoxybenzyl)-1H-pyrazolo[3,4-b]pyridin-4-yloxy)phenyl)-1-methyl-2-oxopyrrolidine-3-carboxamide). The yield is 95.6%. RXN SMILES: [CH3:1][O:2][C:3]1[CH:28]=[CH:27][C:6]([CH2:7][N:8]2[C:12]3=[N:13][CH:14]=[CH:15][C:16]([O:17][C:18]4[CH:23]=[CH:22][C:21]([NH2:24])=[CH:20][C:19]=4[F:25])=[C:11]3[C:10]([I:26])=[N:9]2)=[CH:5][CH:4]=1.[CH3:29][N:30]1[CH2:34][CH2:33][CH:32]([C:35](O)=[O:36])[C:31]1=[O:38].Cl.C(N=C=NCCCN(C)C)C.N1(O)C2C=CC=CC=2N=N1.C(N(C(C)C)C(C)C)C>C1COCC1>[F:25][C:19]1[CH:20]=[C:21]([NH:24][C:35]([CH:32]2[CH2:33][CH2:34][N:30]([CH3:29])[C:31]2=[O:38])=[O:36])[CH:22]=[CH:23][C:18]=1[O:17][C:16]1[CH:15]=[CH:14][N:13]=[C:12]2[N:8]([CH2:7][C:6]3[CH:5]=[CH:4][C:3]([O:2][CH3:1])=[CH:28][CH:27]=3)[N:9]=[C:10]([I:26])[C:11]=12 |f:2.3|. Reported procedure: A 100 mL round-bottomed flask was charged with 4-(1-(4-methoxybenzyl)-3-iodo-1H-pyrazolo[3,4-b]pyridin-4-yloxy)-3-fluorobenzenamine (300.0 mg, 0.6119 mmol), 1-methyl-2-oxopyrrolidine-3-carboxylic acid (87.59 mg, 0.6119 mmol), N1-((ethylimino)methylene)-N3,N3-dimethylpropane-1,3-diamine hydrochloride (351.9 mg, 1.836 mmol), 1H-benzo[d][1,2,3]triazol-1-ol (248.0 mg, 1.836 mmol), N-ethyl-N-isopropylpropan-2-amine (395.4 mg, 3.060 mmol) and THF (50 mL). The reaction mixture was stirred at ambient te... Starting materials: [OH-].[Na+] (Sodium hydroxide), COC(\C=C\C=1N=NN(C1)C)=O (Methyl-(E)-3-(1-methyl-1,2,3-triazol-4-yl)acrylate), [OH-].[Na+] (sodium hydroxide). Conditions: time 15 hour. The product is CN1N=NC(=C1)/C=C/C(=O)O ((E)-3-(1-Methyl-1,2,3-triazol-4-yl)acrylic acid). Isolated yield 25.5%. RXN SMILES: [OH-].[Na+].C[O:4][C:5](=[O:14])/[CH:6]=[CH:7]/[C:8]1[N:9]=[N:10][N:11]([CH3:13])[CH:12]=1>>[CH3:13][N:11]1[CH:12]=[C:8](/[CH:7]=[CH:6]/[C:5]([OH:14])=[O:4])[N:9]=[N:10]1 |f:0.1|. Procedure: 10% Sodium hydroxide solution (3 ml) was added to a solution of the product from step 1 (3.2 g). The mixture was stirred at room temperature for 15 hours, further 10% sodium hydroxide solution (2 ml) added and then heated to reflux for 3 hours. On cooling the reaction mixture was partitioned between ethyl acetate and water. The organics were re-extracted with saturated sodium hydrogen carbonate solution and the combined aqueous extracts acidified to pH 1 with conc. hydrochloric acid. After extra...